Task: describe an organic reaction: reactants, conditions, products, and yield. Dataset: the Open Reaction Database (ORD), a public repository of structured organic reaction records The reactants are ice, C(C1=CC=CC=C1)N1C=C(C2=CC(=CC=C12)C1=CC=C(C=C1)OC(F)(F)F)C(C(=O)NCC(=O)OC(C)(C)C)=O (tert-butyl 2-[(2-{1-benzyl-5-[4-(trifluoromethoxy)phenyl]-1H-indol-3-yl}-2-oxoacetyl)amino]acetate), FC(C(=O)O)(F)F (trifluoroacetic acid). Run in C(Cl)Cl (methylene chloride). Reaction conditions: time 2 hour. The product is C(C1=CC=CC=C1)N1C=C(C2=CC(=CC=C12)C1=CC=C(C=C1)OC(F)(F)F)C(C(=O)NCC(=O)O)=O (2-[(2-{1-Benzyl-5-[4-(trifluoromethoxy)phenyl]-1H-indol-3-yl}-2-oxoacetyl)amino]acetic acid). The yield is 77.6%. As a reaction SMILES: [CH2:1]([N:8]1[C:16]2[C:11](=[CH:12][C:13]([C:17]3[CH:22]=[CH:21][C:20]([O:23][C:24]([F:27])([F:26])[F:25])=[CH:19][CH:18]=3)=[CH:14][CH:15]=2)[C:10]([C:28](=[O:40])[C:29]([NH:31][CH2:32][C:33]([O:35]C(C)(C)C)=[O:34])=[O:30])=[CH:9]1)[C:2]1[CH:7]=[CH:6][CH:5]=[CH:4][CH:3]=1.FC(F)(F)C(O)=O>C(Cl)Cl>[CH2:1]([N:8]1[C:16]2[C:11](=[CH:12][C:13]([C:17]3[CH:18]=[CH:19][C:20]([O:23][C:24]([F:25])([F:26])[F:27])=[CH:21][CH:22]=3)=[CH:14][CH:15]=2)[C:10]([C:28](=[O:40])[C:29]([NH:31][CH2:32][C:33]([OH:35])=[O:34])=[O:30])=[CH:9]1)[C:2]1[CH:3]=[CH:4][CH:5]=[CH:6][CH:7]=1. Reported procedure: To an ice-cooled solution of tert-butyl 2-[(2-{1-benzyl-5-[4-(trifluoromethoxy)phenyl]-1H-indol-3-yl}-2-oxoacetyl)amino]acetate (1.33 g, 2.41 mmol) in methylene chloride (25 mL) was added 12 mL (160 mmol) of trifluoroacetic acid. The reaction mixture was stirred for two hours at room temperature then concentrated. The residue was crystallized twice from isopropanol. It was dried for 15 hours at 95° C. to give the title compound as yellow solid (0.928 g, 77%), mp 211–2° C. (dec.). Mass spectrum (... Reactants: O (H2O), C(C)(C)(C)C1=C(C=CC=C1)O (o-tert.-butyl-phenol), Cl (hydrogen chloride), C(C=O)(=O)O (glyoxylic acid), Cl (hydrogen chloride). The solvent is C1=CC=CC=C1 (benzene). Conditions: time 40 hour. The product is OC1=C(C=C(C=C1)C(C(=O)O)C1=CC(=C(C=C1)O)C(C)(C)C)C(C)(C)C (Bis(4'-hydroxy-3'-tert.-butyl-phenyl)ethanoic acid). As a reaction SMILES: [C:1]([OH:5])(=[O:4])[CH:2]=O.[OH2:6].[C:7]([C:11]1[CH:16]=[CH:15][CH:14]=[CH:13][C:12]=1[OH:17])([CH3:10])([CH3:9])[CH3:8].Cl>C1C=CC=CC=1>[OH:17][C:12]1[CH:13]=[CH:14][C:15]([CH:2]([C:13]2[CH:14]=[CH:15][C:16]([OH:6])=[C:11]([C:7]([CH3:10])([CH3:9])[CH3:8])[CH:12]=2)[C:1]([OH:5])=[O:4])=[CH:16][C:11]=1[C:7]([CH3:10])([CH3:8])[CH3:9]. Procedure: A solution of 82 g of glyoxylic acid . 1/2 H2O (1 mol) and 375 g of o-tert.-butyl-phenol (2.5 mols) in 300 ml of benzene was saturated at 40° C wtih gaseous hydrogen chloride and condensed at this temperature. From time to time, saturation was completed by adding a small amount of gaseous hydrogen chloride. After about 40 hours, condensation was complete. The precipitate which had separated upon cooling was suction-filtered and recrystallized from methylene chloride. The yield was 190 g (52 %, c... Reactants: FC(C(=O)O)(F)F (Trifluoroacetic acid), C(C)OC(=O)C1(CCC2(OCCO2)CC1)C1=NC=C(C=C1)NC(=O)C=1C=NN(C1C)C1=CC=C(C=C1)C (8-[5-({[5-methyl-1-(4-methylphenyl)-1H-pyrazol-4-yl]carbonyl}amino)pyridin-2-yl]-1,4-dioxaspiro[4.5]decane-8-carboxylic acid ethyl ester), FC(C(=O)O)(F)F (Trifluoroacetic acid). The solvent is ClCCl (dichloromethane). Reaction conditions: time 6 hour. The product is C(C)OC(=O)C1(CCC(CC1)=O)C1=NC=C(C=C1)NC(=O)C=1C=NN(C1C)C1=CC=C(C=C1)C (1-[5-({[5-methyl 1-(4-methylphenyl)-1H-pyrazol-4-yl]carbonyl}amino)pyridin-2-yl]-4-oxocyclohexanecarboxylic acid ethyl ester). The yield is 94.0%. As a reaction SMILES: FC(F)(F)C(O)=O.[CH2:8]([O:10][C:11]([C:13]1([C:23]2[CH:28]=[CH:27][C:26]([NH:29][C:30]([C:32]3[CH:33]=[N:34][N:35]([C:38]4[CH:43]=[CH:42][C:41]([CH3:44])=[CH:40][CH:39]=4)[C:36]=3[CH3:37])=[O:31])=[CH:25][N:24]=2)[CH2:22][CH2:21][C:16]2(OCC[O:17]2)[CH2:15][CH2:14]1)=[O:12])[CH3:9]>ClCCl>[CH2:8]([O:10][C:11]([C:13]1([C:23]2[CH:28]=[CH:27][C:26]([NH:29][C:30]([C:32]3[CH:33]=[N:34][N:35]([C:38]4[CH:39]=[CH:40][C:41]([CH3:44])=[CH:42][CH:43]=4)[C:36]=3[CH3:37])=[O:31])=[CH:25][N:24]=2)[CH2:22][CH2:21][C:16](=[O:17])[CH2:15][CH2:14]1)=[O:12])[CH3:9]. Procedure: Trifluoroacetic acid (0.96 ml) was added at room temperature to a solution of 8-[5-({[5-methyl-1-(4-methylphenyl)-1H-pyrazol-4-yl]carbonyl}amino)pyridin-2-yl]-1,4-dioxaspiro[4.5]decane-8-carboxylic acid ethyl ester (1.27 g) described in Example D4 in dichloromethane (2.5 ml) and stirred at the same temperature for six hours. Trifluoroacetic acid (1.9 ml) was added at the same temperature and stirred at the same temperature for 18 hours. After the reaction, the solvent and trifluoroacetic acid we... The product is CC(C)C(=O)Nc1cccc(C2CCN(Cc3ccc(-c4cc(C(F)(F)F)nn4C)s3)CC2)c1. Reactants: CC(C)C(=O)Nc1cccc(C2CCNCC2)c1, Cn1nc(C(F)(F)F)cc1-c1ccc(C=O)s1. Reaction SMILES: [CH3:18][CH:19]([C:20](=[O:21])[NH:22][c:23]1[cH:24][c:25]([CH:29]2[CH2:30][CH2:31][NH:32][CH2:33][CH2:34]2)[cH:26][cH:27][cH:28]1)[CH3:35].[CH3:1][n:2]1[n:3][c:4]([C:14]([F:15])([F:16])[F:17])[cH:5][c:6]1-[c:7]1[cH:8][cH:9][c:10]([CH:12]=[O:13])[s:11]1>>[CH3:1][n:2]1[n:3][c:4]([C:14]([F:15])([F:16])[F:17])[cH:5][c:6]1-[c:7]1[cH:8][cH:9][c:10]([CH2:12][N:32]2[CH2:31][CH2:30][CH:29]([c:25]3[cH:24][c:23]([NH:22][C:20]([CH:19]([CH3:18])[CH3:35])=[O:21])[cH:28][cH:27][cH:26]3)[CH2:34][CH2:33]2)[s:11]1.